From a dataset of the Open Reaction Database (ORD), a public repository of structured organic reaction records. describe an organic reaction: reactants, conditions, products, and yield Starting materials: C#CC1(O)CCCCC1, [Li]CCCC, Cc1ccc(C=O)cc1, C1CCOC1. Yields the product Cc1ccc(C(O)C#CC2(O)CCCCC2)cc1. As a reaction SMILES: [C:1](#[CH:2])[C:3]1([OH:9])[CH2:4][CH2:5][CH2:6][CH2:7][CH2:8]1.[CH2:10]([Li:11])[CH2:12][CH2:13][CH3:14].[CH3:15][c:16]1[cH:17][cH:18][c:19]([CH:20]=[O:21])[cH:22][cH:23]1.[O:24]1[CH2:25][CH2:26][CH2:27][CH2:28]1>>[C:1](#[C:2][CH:20]([c:19]1[cH:18][cH:17][c:16]([CH3:15])[cH:23][cH:22]1)[OH:21])[C:3]1([OH:9])[CH2:4][CH2:5][CH2:6][CH2:7][CH2:8]1. Starting materials: PEG3350, [Cl-].[Na+] (sodium chloride), [Cl-].[K+] (potassium chloride), O=C1C(O)=C([O-])[C@H](O1)[C@@H](O)CO.[Na+] (sodium ascorbate), S1(=O)(=O)NC(=O)C2=CC=CC=C12.[Na] (sodium saccharin), C([C@H]1[C@@H]([C@@H]([C@@H]([C@H](O1)O[C@]2([C@H]([C@@H]([C@H](O2)CCl)O)O)CCl)O)O)Cl)O (sucralose), CC1=CC(=O)[N-]S(=O)(=O)O1.[K+] (Acesulfame-K), COC(=O)[C@H](CC=1C=CC=CC1)NC(=O)[C@H](CC(=O)O)N (aspartame). Product: O=C1C(O)=C([O-])[C@H](O1)[C@@H](O)CO.[Na+].O=C1C(O)=C(O)[C@H](O1)[C@@H](O)CO (Sodium Ascorbate Ascorbic Acid). As a reaction SMILES: [Cl-].[Na+:2].[Cl-].[K+].[O:5]=[C:6]1[O:12][C@H:11]([C@H:13]([CH2:15][OH:16])[OH:14])[C:9]([O-:10])=[C:7]1[OH:8].[Na+].C(O)[C@@H]1O[C@H](O[C@]2(CCl)O[C@H](CCl)[C@@H](O)[C@@H]2O)[C@@H](O)[C@@H](O)[C@H]1Cl.COC([C@@H](NC([C@@H](N)CC(O)=O)=O)CC1C=CC=CC=1)=O.CC1OS(=O)(=O)[N-]C(=O)C=1.[K+].S1(C2C(=CC=CC=2)C(=O)N1)(=O)=O.[Na]>>[O:5]=[C:6]1[O:12][C@H:11]([C@H:13]([CH2:15][OH:16])[OH:14])[C:9]([O-:10])=[C:7]1[OH:8].[Na+:2].[O:5]=[C:6]1[O:12][C@H:11]([C@H:13]([CH2:15][OH:16])[OH:14])[C:9]([OH:10])=[C:7]1[OH:8] |f:0.1,2.3,4.5,8.9,10.11,12.13.14,^1:84|. Procedure: In an initial set of solutions containing PEG3350 (40 g), sodium chloride (2.8 g), potassium chloride (1.3 g) and sodium ascorbate (56.6 g), it was found that the sweeteners sucralose and aspartame were most effective in reducing the perceived saltiness of the solution. Acesulfame-K and sodium saccharin were less effective. Reaction SMILES: [CH3:24][O:25][C:26](=[O:27])[c:28]1[cH:29][c:30]([C:31](=[O:32])[OH:33])[cH:34][cH:35][cH:36]1.[CH3:38][N:39]([CH3:40])[CH2:41][CH2:42][CH2:43][N:44]=[C:45]=[N:46][CH2:47][CH3:48].[CH3:59][N:60]([CH3:61])[CH:62]=[O:63].[ClH:37].[NH2:1][c:2]1[cH:3][c:4]([O:5][c:6]2[cH:7][cH:8][c:9]3[n:10]([n:11]2)[cH:12][c:13]([NH:15][C:16](=[O:17])[CH:18]2[CH2:19][CH2:20]2)[n:14]3)[cH:21][cH:22][cH:23]1.[OH:49][n:50]1[c:51]2[cH:52][cH:53][cH:54][cH:55][c:56]2[n:57][n:58]1>>[NH:1]([c:2]1[cH:3][c:4]([O:5][c:6]2[cH:7][cH:8][c:9]3[n:10]([n:11]2)[cH:12][c:13]([NH:15][C:16](=[O:17])[CH:18]2[CH2:19][CH2:20]2)[n:14]3)[cH:21][cH:22][cH:23]1)[C:31]([c:30]1[cH:29][c:28]([C:26]([O:25][CH3:24])=[O:27])[cH:36][cH:35][cH:34]1)=[O:32]. Starting materials: COC(=O)c1cccc(C(=O)O)c1, CCN=C=NCCCN(C)C, CN(C)C=O, Cl, Nc1cccc(Oc2ccc3nc(NC(=O)C4CC4)cn3n2)c1, On1nnc2ccccc21. Product: COC(=O)c1cccc(C(=O)Nc2cccc(Oc3ccc4nc(NC(=O)C5CC5)cn4n3)c2)c1. Reactants: COC1=CC=C(C=C1)S(=O)(=O)CC(C(=O)OCC)CCCS(=O)(=O)C1=CC=C(C=C1)OC (2-[(4-methoxybenzenesulfonyl)methyl]-5-(4-methoxybenzenesulfonyl)-pentanoic acid, ethyl ester), C(C)(=O)OCC (ethyl acetate). Run in Cl (hydrochloric acid). Product: COC1=CC=C(C=C1)S(=O)(=O)CC(C(=O)O)CCCS(=O)(=O)C1=CC=C(C=C1)OC (2-[(4-methoxybenzenesulfonyl)methyl]-5-(4-methoxybenzenesulfonyl)-pentanoic acid). As a reaction SMILES: [CH3:1][O:2][C:3]1[CH:8]=[CH:7][C:6]([S:9]([CH2:12][CH:13]([CH2:19][CH2:20][CH2:21][S:22]([C:25]2[CH:30]=[CH:29][C:28]([O:31][CH3:32])=[CH:27][CH:26]=2)(=[O:24])=[O:23])[C:14]([O:16]CC)=[O:15])(=[O:11])=[O:10])=[CH:5][CH:4]=1.C(OCC)(=O)C>Cl>[CH3:1][O:2][C:3]1[CH:4]=[CH:5][C:6]([S:9]([CH2:12][CH:13]([CH2:19][CH2:20][CH2:21][S:22]([C:25]2[CH:26]=[CH:27][C:28]([O:31][CH3:32])=[CH:29][CH:30]=2)(=[O:24])=[O:23])[C:14]([OH:16])=[O:15])(=[O:10])=[O:11])=[CH:7][CH:8]=1. Procedure details: A mixture of 2-[(4-methoxybenzenesulfonyl)methyl]-5-(4-methoxybenzenesulfonyl)-pentanoic acid, ethyl ester (0.70 g, 1.4 mmol) in 6N hydrochloric acid (20 ml) is refluxed overnight. The mixture is transferred to ethyl acetate which is extracted with aqueous sodium bicarbonate. The combined aqueous extract is acidified with concentrated hydrochloric acid and extracted with ethyl acetate. This organic extract is concentrated in vacuo to yield the title compound as a white solid.